From a dataset of the Open Reaction Database (ORD), a public repository of structured organic reaction records. describe an organic reaction: reactants, conditions, products, and yield Reactants: EtOAc hexanes, C(C)(C)(C)OC([C@H](CNC(C1=CC=C(C=C1)O)=O)NS(=O)(=O)C1=CC=CC=C1)=O (4-Hydroxybenzoyl-2(S)-phenylsulfonylamino-β-alanine tert-butyl ester), C1=CC=C(C=C1)P(C2=CC=CC=C2)C3=CC=CC=C3 (PPh3), NC=1SC=C(N1)CCO (2-(2-Aminothiazol-4-yl) ethanol), CCOC(=O)/N=N/C(=O)OCC (DEAD). Run in CCOC(=O)C (EtOAc), C1CCOC1 (THF), C1CCOC1 (THF). Reaction conditions: time 72 hour. Yields the product C(C)(C)(C)OC([C@H](CNC(C1=CC=C(C=C1)OCCC=1N=C(SC1)N)=O)NS(=O)(=O)C1=CC=CC=C1)=O (4-[2-(2-Aminothiazol-4-yl)ethyloxy]benzoyl-2(S)-phenylsulfonylamino-β-alanine tert-butyl ester). RXN SMILES: [C:1]([O:5][C:6](=[O:29])[C@@H:7]([NH:19][S:20]([C:23]1[CH:28]=[CH:27][CH:26]=[CH:25][CH:24]=1)(=[O:22])=[O:21])[CH2:8][NH:9][C:10](=[O:18])[C:11]1[CH:16]=[CH:15][C:14]([OH:17])=[CH:13][CH:12]=1)([CH3:4])([CH3:3])[CH3:2].C1C=CC(P(C2C=CC=CC=2)C2C=CC=CC=2)=CC=1.[NH2:49][C:50]1[S:51][CH:52]=[C:53]([CH2:55][CH2:56]O)[N:54]=1.CCOC(/N=N/C(OCC)=O)=O>C1COCC1.CCOC(C)=O>[C:1]([O:5][C:6](=[O:29])[C@@H:7]([NH:19][S:20]([C:23]1[CH:24]=[CH:25][CH:26]=[CH:27][CH:28]=1)(=[O:22])=[O:21])[CH2:8][NH:9][C:10](=[O:18])[C:11]1[CH:16]=[CH:15][C:14]([O:17][CH2:56][CH2:55][C:53]2[N:54]=[C:50]([NH2:49])[S:51][CH:52]=2)=[CH:13][CH:12]=1)([CH3:4])([CH3:2])[CH3:3]. Procedure: To a stirred solution of 5-2 (0.14 g, 0.32 mmol) and PPh3 (0.11g, 0.41 mmol) in THF (2 mL) at ambient temperature was added a solution of 5-4 (56 μg, 0.39 mmol) DEAD (67 μL, 0.42 mmol) in THF (2 mL) dropwise over a 15 min period. After 72 h, the reaction mixture was diluted with EtOAc and then washed with H2O, sat. NaHCO3, 10% KHSO4 and brine, dried (MgSO4) and concentrated. After two flash columns: silica, 85% EtOAc/hexanes; silica, 5% to 30% isopropanol/CHCl3), 5-5 was obtained as a yellow oil... Starting materials: C(C1=CC=CC=C1)OC1=C(C=CC=C1C1=NC=CC=C1)C(=O)C1=CC=CC=C1 ((2-(Benzyloxy)-3-(pyridine-2-yl)phenyl)(phenyl)methanone), EtOAc heptanes, [Li]CCCC (n-BuLi), hexanes. The reagents and catalysts are [Br-].C[P+](C1=CC=CC=C1)(C1=CC=CC=C1)C1=CC=CC=C1 (methyltriphenylphosphonium bromide). Solvent: C1CCOC1 (THF), C1CCOC1 (THF). Conditions: temperature -3 celsius, time 1 hour. The product is C(C1=CC=CC=C1)OC1=C(C=CC=C1C(=C)C1=CC=CC=C1)C1=NC=CC=C1 (2-(2-(Benzyloxy)-3-(1-phenylvinyl)phenyl)pyridine). RXN SMILES: [Li][CH2:2]CCC.[CH2:6]([O:13][C:14]1[C:19]([C:20]2[CH:25]=[CH:24][CH:23]=[CH:22][N:21]=2)=[CH:18][CH:17]=[CH:16][C:15]=1[C:26]([C:28]1[CH:33]=[CH:32][CH:31]=[CH:30][CH:29]=1)=O)[C:7]1[CH:12]=[CH:11][CH:10]=[CH:9][CH:8]=1>[Br-].C[P+](C1C=CC=CC=1)(C1C=CC=CC=1)C1C=CC=CC=1.C1COCC1>[CH2:6]([O:13][C:14]1[C:15]([C:26]([C:28]2[CH:33]=[CH:32][CH:31]=[CH:30][CH:29]=2)=[CH2:2])=[CH:16][CH:17]=[CH:18][C:19]=1[C:20]1[CH:25]=[CH:24][CH:23]=[CH:22][N:21]=1)[C:7]1[CH:12]=[CH:11][CH:10]=[CH:9][CH:8]=1 |f:2.3|. Procedure details: A suspension of methyltriphenylphosphonium bromide (1.31 g, 3.67 mmol, 3.67 mmol, 2.0 equiv) in THF (15 mL) was cooled to ˜−3° C. and 2.5M n-BuLi in hexanes (1.4 mL, 3.5 mmol, 1.9 equiv) was added dropwise at <2° C. The yellow light suspension was allowed to warm to room temperature and stirred 1 hr. The mixture was cooled to ˜3° C. and a solution of 12 (0.67 g, 1.84 mmol, 1.0 equiv) in THF (5 mL) was added at <5° C. The mixture was allowed to warm to room temperature and stirred 3 hr. TLC (25% ... Reactants: O (water), C(C)(C)(C)C=1N=C(C=2N(C1C(CC(C)C)O)C(NN2)=O)Cl (6-tert-butyl-8-chloro-5-(1-hydroxy-3-methyl-butyl)-2H-[1,2,4]triazolo[4,3-a]pyrazin-3-one), TEA, N1=CC(=CC=C1)CCN (2-pyridin-3-yl-ethylamine). Solvent: CN1C(CCC1)=O (1-methyl-2-pyrrolidinone). Product: C(C)(C)(C)C=1N=C(C=2N(C1C(CC(C)C)O)C(NN2)=O)NCCC=2C=NC=CC2 (6-tert-Butyl-5-(1-hydroxy-3-methyl-butyl)-8-(2-pyridin-3-yl-ethylamino)-2H-[1,2.4]triazolo[4,3-a]pyrazin-3-one). As a reaction SMILES: [C:1]([C:5]1[N:6]=[C:7](Cl)[C:8]2[N:9]([C:17](=[O:20])[NH:18][N:19]=2)[C:10]=1[CH:11]([OH:16])[CH2:12][CH:13]([CH3:15])[CH3:14])([CH3:4])([CH3:3])[CH3:2].[N:22]1[CH:27]=[CH:26][CH:25]=[C:24]([CH2:28][CH2:29][NH2:30])[CH:23]=1.O>CN1CCCC1=O>[C:1]([C:5]1[N:6]=[C:7]([NH:30][CH2:29][CH2:28][C:24]2[CH:23]=[N:22][CH:27]=[CH:26][CH:25]=2)[C:8]2[N:9]([C:17](=[O:20])[NH:18][N:19]=2)[C:10]=1[CH:11]([OH:16])[CH2:12][CH:13]([CH3:15])[CH3:14])([CH3:4])([CH3:3])[CH3:2]. Procedure details: A solution of 70 mg of the product of Step A, 34 mg of TEA and 33 mg of 2-pyridin-3-yl-ethylamine in 1-methyl-2-pyrrolidinone (1.5 mL) was heated to 80° C. After six h, the reaction mixture was cooled, poured into water and extracted with EtOAc and then 15% IPA/chloroform. The organic extracts were washed dried over sodium sulfate, filtered, and concentrated. The residue was dissolved in EtOAc and washed with water and sat. sodium chloride solution. The organic layer was dried over sodium sulfat... Reactants: BrCC1=C(C=C(C=C1)F)I (1-(Bromomethyl)-4-fluoro-2-iodobenzene), [C-]#N.[Na+] (sodium cyanide), C1CCOC1.CO (THF methanol), O.[OH-].[Li+] (lithium hydroxide monohydrate). The solvent is C(C)O (ethanol), O (water), O (water). The product is FC1=CC(=C(C=C1)CC(=O)O)I (2-(4-Fluoro-2-iodophenyl)acetic acid). Yield: 90.0%. RXN SMILES: Br[CH2:2][C:3]1[CH:8]=[CH:7][C:6]([F:9])=[CH:5][C:4]=1[I:10].[C-]#N.[Na+].C1[CH2:18][O:17]CC1.C[OH:20].O.[OH-].[Li+]>C(O)C.O>[F:9][C:6]1[CH:7]=[CH:8][C:3]([CH2:2][C:18]([OH:17])=[O:20])=[C:4]([I:10])[CH:5]=1 |f:1.2,3.4,5.6.7|. Procedure details: To the benzylic bromide 322 (4.90 g, 15.6 mmol) in ethanol (50 mL) was added sodium cyanide (1. 60 g, 32.6 mmol) in water (10 mL) and the mixture was heated to reflux for 3 h. It was then concentrated, partitioned between diethyl ether and water; organic phase was collected, washed with brine, dried (MgSO4), filtered and concentrated to afford crude nitrile 323. To this material in 1:1 THF/methanol (50 mL) was added lithium hydroxide monohydrate (1.75 g, 41.7 mmol), in water (12 mL) and the mixt... As a reaction SMILES: [C:1]([O:2][C:3](=[O:4])[NH:7][c:8]1[n:9][cH:10][cH:11][c:12]([O:14][c:15]2[c:16]([F:32])[cH:17][c:18]([NH:21][C:22](=[O:23])[O:24][CH2:25][c:26]3[cH:27][cH:28][cH:29][cH:30][cH:31]3)[cH:19][cH:20]2)[cH:13]1)([CH3:5])([CH3:6])[CH3:33].[C:34]([O:35][CH2:36][CH3:37])(=[O:38])[CH3:39].[CH3:43][CH2:44][O:45][CH2:46][CH3:47].[ClH:40].[Na+:42].[OH-:41]>>[NH2:7][c:8]1[n:9][cH:10][cH:11][c:12]([O:14][c:15]2[c:16]([F:32])[cH:17][c:18]([NH:21][C:22](=[O:23])[O:24][CH2:25][c:26]3[cH:27][cH:28][cH:29][cH:30][cH:31]3)[cH:19][cH:20]2)[cH:13]1. Yields the product Nc1cc(Oc2ccc(NC(=O)OCc3ccccc3)cc2F)ccn1. Reactants: CC(C)(C)OC(=O)Nc1cc(Oc2ccc(NC(=O)OCc3ccccc3)cc2F)ccn1, CCOC(C)=O, CCOCC, Cl, [Na+], [OH-].